The task is: describe an organic reaction: reactants, conditions, products, and yield. This data is from the Open Reaction Database (ORD), a public repository of structured organic reaction records. Starting materials: CCOCC (Ether), FC1=C(C=C(C(=C1)S(=O)(=O)C)F)N[C@@H]1C(N(CC1)C1CCNCC1)=O ((S)-3-(2,5-difluoro-4-(methylsulfonyl)phenylamino)-1-(piperidin-4-yl)pyrrolidin-2-one), FC1=C(C=C(C(=C1)S(=O)(=O)C)F)N[C@@H]1C(N(CC1)C1CCNCC1)=O ((S)-3-(2,5-difluoro-4-(methylsulfonyl)phenylamino)-1-(piperidin-4-yl)pyrrolidin-2-one), CCN(C(C)C)C(C)C (DIEA), ClC1=NC=C(N=C1)Cl (2,5-dichloropyrazine). The solvent is CN(C)C=O (DMF), [Cl-].[Na+].O (brine). Run at temperature 100 celsius, time 5 minute. Product: ClC=1N=CC(=NC1)N1CCC(CC1)N1C([C@H](CC1)NC1=C(C=C(C(=C1)F)S(=O)(=O)C)F)=O ((S)-1-(1-(5-chloropyrazin-2-yl)piperidin-4-yl)-3-(2,5-difluoro-4-(methylsulfonyl)phenylamino)pyrrolidin-2-one). Yield: 42.5%. As a reaction SMILES: [F:1][C:2]1[CH:7]=[C:6]([S:8]([CH3:11])(=[O:10])=[O:9])[C:5]([F:12])=[CH:4][C:3]=1[NH:13][C@H:14]1[CH2:18][CH2:17][N:16]([CH:19]2[CH2:24][CH2:23][NH:22][CH2:21][CH2:20]2)[C:15]1=[O:25].CCN(C(C)C)C(C)C.[Cl:35][C:36]1[CH:41]=[N:40][C:39](Cl)=[CH:38][N:37]=1.CCOCC>CN(C=O)C.[Cl-].[Na+].O>[Cl:35][C:36]1[N:37]=[CH:38][C:39]([N:22]2[CH2:23][CH2:24][CH:19]([N:16]3[CH2:17][CH2:18][C@H:14]([NH:13][C:3]4[CH:4]=[C:5]([F:12])[C:6]([S:8]([CH3:11])(=[O:10])=[O:9])=[CH:7][C:2]=4[F:1])[C:15]3=[O:25])[CH2:20][CH2:21]2)=[N:40][CH:41]=1 |f:5.6.7|. Reported procedure: To a solution of (S)-3-(2,5-difluoro-4-(methylsulfonyl)phenylamino)-1-(piperidin-4-yl)pyrrolidin-2-one (Table 2, compound 1; 1.5 g, 4.02 mmol) and DIEA (3.50 mL, 20.1 mmol) in DMF (15 mL) was added 2,5-dichloropyrazine (1.20 g, 8.03 mmol). This mixture was heated to 100° C. for 3 hours under nitrogen. The mixture was poured into brine (150 mL) and extracted into ethyl acetate (3×500 mL). The combined organic layers were dried over MgSO4, filtered and concentrated in vacuo to give an oil. Ether (... Reactants: COc1ccc(CN(Cc2ccc(OC)cc2)c2nc(C)nc(-c3cc(Cl)cnc3Nc3ccc(N)nc3)n2)cc1, CC(=O)OC(C)=O, CN(C)C=O, c1ccncc1. The product is COc1ccc(CN(Cc2ccc(OC)cc2)c2nc(C)nc(-c3cc(Cl)cnc3Nc3ccc(NC(C)=O)nc3)n2)cc1. As a reaction SMILES: [CH3:1][O:2][c:3]1[cH:4][cH:5][c:6]([CH2:7][N:8]([c:9]2[n:10][c:11](-[c:16]3[c:17]([NH:23][c:24]4[cH:25][cH:26][c:27]([NH2:30])[n:28][cH:29]4)[n:18][cH:19][c:20]([Cl:22])[cH:21]3)[n:12][c:13]([CH3:15])[n:14]2)[CH2:31][c:32]2[cH:33][cH:34][c:35]([O:38][CH3:39])[cH:36][cH:37]2)[cH:40][cH:41]1.[CH3:48][C:49](=[O:50])[O:51][C:52](=[O:53])[CH3:54].[O:55]=[CH:56][N:57]([CH3:58])[CH3:59].[cH:42]1[cH:43][cH:44][n:45][cH:46][cH:47]1>>[CH3:1][O:2][c:3]1[cH:4][cH:5][c:6]([CH2:7][N:8]([c:9]2[n:10][c:11](-[c:16]3[c:17]([NH:23][c:24]4[cH:25][cH:26][c:27]([NH:30][C:49]([CH3:48])=[O:50])[n:28][cH:29]4)[n:18][cH:19][c:20]([Cl:22])[cH:21]3)[n:12][c:13]([CH3:15])[n:14]2)[CH2:31][c:32]2[cH:33][cH:34][c:35]([O:38][CH3:39])[cH:36][cH:37]2)[cH:40][cH:41]1. The reactants are N12C[C@@H](C(CC1)CC2)O ((R)-1-aza-bicyclo[2.2.2]octan-3-ol), BrC(C(=O)NC1=NOC=C1)C (2-bromo-N-isoxazol-3-yl-propionamide). Solvent: C(Cl)(Cl)Cl.C(C)#N (chloroform acetonitrile). Run at temperature 90 celsius. Yields the product [Br-].O[C@H]1C[N+]2(CCC1CC2)C(C)C(NC2=NOC=C2)=O ((R)-3-Hydroxy-1-[1-(isoxazol-3-ylcarbamoyl)-ethyl]-1-azonia-bicyclo[2.2.2]octane bromide). Reaction SMILES: [N:1]12[CH2:8][CH2:7][CH:4]([CH2:5][CH2:6]1)[C@@H:3]([OH:9])[CH2:2]2.[Br:10][CH:11]([CH3:20])[C:12]([NH:14][C:15]1[CH:19]=[CH:18][O:17][N:16]=1)=[O:13]>C(Cl)(Cl)Cl.C(#N)C>[Br-:10].[OH:9][C@@H:3]1[CH:4]2[CH2:7][CH2:8][N+:1]([CH:11]([C:12](=[O:13])[NH:14][C:15]3[CH:19]=[CH:18][O:17][N:16]=3)[CH3:20])([CH2:6][CH2:5]2)[CH2:2]1 |f:2.3,4.5|. Procedure details: To a stirred solution of (R)-1-aza-bicyclo[2.2.2]octan-3-ol (0.267 g, 2.1 mmol) in chloroform/acetonitrile (1:1) (4 ml) is added 2-bromo-N-isoxazol-3-yl-propionamide [G(i)](0.5 g, 2.28 mmol) and the reaction mixture heated in a microwave at 90° C. for 3 hours. Purification using C-18 reverse phase column chromatography (eluent: water-acetonitrile) yields the titled compound. Reactants: 1,2-cyclohexane diacetal, 1-(S)-(+)-10-camphorsulfonic acid, COC1[C@@H]([C@H](C([C@@H]([C@@H]1O)O)O)O)O (3-O-methyl-D-chiro-inositol). Solvent: CO (MeOH), CO (methanol). Conditions: temperature 70 celsius. Product: CO[C@H]1[C@@H]([C@H]([C@H]([C@@H]([C@@H]1O)O)O)O)O (D-pinitol). Isolated yield 47.4%. RXN SMILES: [CH3:1][O:2][CH:3]1[C@@H:8]([OH:9])[C@@H:7]([OH:10])[CH:6]([OH:11])[C@H:5]([OH:12])[C@H:4]1[OH:13]>CO>[CH3:1][O:2][C@@H:3]1[C@@H:4]([OH:13])[C@@H:5]([OH:12])[C@H:6]([OH:11])[C@H:7]([OH:10])[C@H:8]1[OH:9]. Reported procedure: 3-O-methyl-D-chiro-inositol (D-pinitol) (283 mg, 1.457 mmol, 1 equiv) was dissolved in methanol (15 mL), then 1,2-cyclohexane diacetal (507 mg, 2.458 mmol, 1.7 equiv), trimethyl orthoformiate (200 mL, 1.752 mmol, 1.2 equiv) and 1-(S)-(+)-10-camphorsulfonic acid (24 mg, 0.102 mmol, 0.07 equiv) were added. The reaction mixture was heated at 70° C. for 24 h whereupon it was diluted with MeOH and quenched with solid NaHCO3. The residue was concentrated and purified by flash chromatography (Hex/EtOAc... Starting materials: C(C)OC(=O)C=1OC2=C(C1N=CN(C)C)C=CC=C2 (3-(dimethylaminomethyleneamino)benzofuran-2-carboxylic acid ethyl ester), C(C)#N (acetonitrile), C(CCC)[Li] (n-butyllithium), C(C)(=O)O (acetic acid). Solvent: O1CCCC1 (tetrahydrofuran), O1CCCC1 (tetrahydrofuran), O1CCCC1 (tetrahydrofuran). Run at temperature -78 celsius, time 30 minute. Product: OC1=C2C(=NC=C1C#N)C1=C(O2)C=CC=C1 (4-Hydroxybenzo[4,5]furo[3,2-b]pyridine-3-carbonitrile). The yield is 82.1%. RXN SMILES: [C:1](#[N:3])[CH3:2].C([Li])CCC.C(O[C:12]([C:14]1[O:15][C:16]2[CH:27]=[CH:26][CH:25]=[CH:24][C:17]=2[C:18]=1[N:19]=[CH:20]N(C)C)=[O:13])C.C(O)(=O)C>O1CCCC1>[OH:13][C:12]1[C:2]([C:1]#[N:3])=[CH:20][N:19]=[C:18]2[C:17]3[CH:24]=[CH:25][CH:26]=[CH:27][C:16]=3[O:15][C:14]=12. Reported procedure: A solution of 1.5 mL (30.0 mmol) of acetonitrile in 30 mL of tetrahydrofuran is added to a −78° C. solution of 11.4 mL of 2.5 M n-butyllithium (29.00 mmol) in 35 mL of tetrahydrofuran. After stirring at −78° C. for 15 min a solution of 3.7 g (14.2 mmol) of 3-(dimethylaminomethyleneamino)benzofuran-2-carboxylic acid ethyl ester in 50 mL of tetrahydrofuran is added dropwise. After stirring at −78° C. for 30 minutes, the reaction mixture is allowed to warm to 0° C. The reaction mixture is cooled to... Reactants: C(C1=CC=CC=C1)N1[C@H](CNC[C@H]1C)C (cis-1-benzyl-2,6-dimethylpiperazine), C(C)(=O)N1CCC2=CC=C(C=C12)Br (1-acetyl-6-bromoindoline), 2. The product is C(C)(=O)N1CCC2=CC=C(C=C12)N1C[C@H](N([C@H](C1)C)CC1=CC=CC=C1)C (cis-1-Acetyl-6-(4-benzyl-3,5-dimethylpiperazin-1-yl)indoline). RXN SMILES: [CH2:1]([N:8]1[C@H:13]([CH3:14])[CH2:12][NH:11][CH2:10][C@@H:9]1[CH3:15])[C:2]1[CH:7]=[CH:6][CH:5]=[CH:4][CH:3]=1.[C:16]([N:19]1[C:27]2[C:22](=[CH:23][CH:24]=[C:25](Br)[CH:26]=2)[CH2:21][CH2:20]1)(=[O:18])[CH3:17]>>[C:16]([N:19]1[C:27]2[C:22](=[CH:23][CH:24]=[C:25]([N:11]3[CH2:12][C@H:13]([CH3:14])[N:8]([CH2:1][C:2]4[CH:3]=[CH:4][CH:5]=[CH:6][CH:7]=4)[C@H:9]([CH3:15])[CH2:10]3)[CH:26]=2)[CH2:21][CH2:20]1)(=[O:18])[CH3:17]. Procedure details: The title compound was prepared from cis-1-benzyl-2,6-dimethylpiperazine (Org. Prep. Proc. 1976, 8, 19) and 1-acetyl-6-bromoindoline (Heterocycles 1987, 26, 2817) using a similar procedure to Description 2 as an off-white solid (53%). Starting materials: Cl.N[C@H](C(C)C)C(=O)N1CCC(CC1)C1CCN(CC1)C (1-D-valinyl-4-(1-methylpiperidin-4-yl)-piperidine hydrochloride), ClC=1C=C2C=C(NC2=CC1)C(=O)O (5-chloroindole-2-carboxylic acid). The product is Cl.ClC=1C=C2C=C(NC2=CC1)C(=O)N[C@H](C(C)C)C(=O)N1CCC(CC1)C1CCN(CC1)C (1-(5-Chloroindole-2-carbonyl-D-valinyl)-4-(1-methylpiperidin-4-yl)piperidine Hydrochloride). RXN SMILES: Cl.[NH2:2][C@@H:3]([C:7]([N:9]1[CH2:14][CH2:13][CH:12]([CH:15]2[CH2:20][CH2:19][N:18]([CH3:21])[CH2:17][CH2:16]2)[CH2:11][CH2:10]1)=[O:8])[CH:4]([CH3:6])[CH3:5].[Cl:22][C:23]1[CH:24]=[C:25]2[C:29](=[CH:30][CH:31]=1)[NH:28][C:27]([C:32](O)=[O:33])=[CH:26]2>>[ClH:22].[Cl:22][C:23]1[CH:24]=[C:25]2[C:29](=[CH:30][CH:31]=1)[NH:28][C:27]([C:32]([NH:2][C@@H:3]([C:7]([N:9]1[CH2:14][CH2:13][CH:12]([CH:15]3[CH2:16][CH2:17][N:18]([CH3:21])[CH2:19][CH2:20]3)[CH2:11][CH2:10]1)=[O:8])[CH:4]([CH3:5])[CH3:6])=[O:33])=[CH:26]2 |f:0.1,3.4|. Procedure details: Prepared from 1-D-valinyl-4-(1-methylpiperidin-4-yl)-piperidine hydrochloride and 5-chloroindole-2-carboxylic acid using methods substantially equivalent to General Coupling Method 2. Purified and converted to the hydrochloride salt from by preparative reverse phase HPLC (YMC ODSA C18 5μ column, 5-95% CH3CN in H2O with 0.01% HCl) to give the HCl salt. Starting materials: C(C)(C)(C)OC(=O)N1C[C@H]([C@@H](C1)C=O)CN(C(C)C)C(C1=CC(=C(C=C1)CC)OCCCOC)=O ((3R,4S)-3-({[4-ethyl-3-(3-methoxy-propoxy)-benzoyl]-isopropyl-amino}-methyl)-4-formyl-pyrrolidine-1-carboxylic acid tert-butyl ester), CN (methyl amine), [BH4-].[Na+] (NaBH4), C(Cl)Cl.CO.[NH4+].[OH-] (CH2Cl2 MeOH NH4OH). Product: C(C)(C)(C)OC(=O)N1C[C@H]([C@@H](C1)CNC)CN(C(C)C)C(C1=CC(=C(C=C1)CC)OCCCOC)=O ((3R,4R)-3-({[4-Ethyl-3-(3-methoxy-propoxy)-benzoyl]-isopropyl-amino}-methyl)-4-methylaminomethyl-pyrrolidine-1-carboxylic acid tert-butyl ester). Reaction SMILES: [C:1]([O:5][C:6]([N:8]1[CH2:12][C@@H:11]([CH:13]=O)[C@H:10]([CH2:15][N:16]([C:20](=[O:35])[C:21]2[CH:26]=[CH:25][C:24]([CH2:27][CH3:28])=[C:23]([O:29][CH2:30][CH2:31][CH2:32][O:33][CH3:34])[CH:22]=2)[CH:17]([CH3:19])[CH3:18])[CH2:9]1)=[O:7])([CH3:4])([CH3:3])[CH3:2].[CH3:36][NH2:37].[BH4-].[Na+].C(Cl)Cl.CO.[NH4+].[OH-]>>[C:1]([O:5][C:6]([N:8]1[CH2:12][C@@H:11]([CH2:13][NH:37][CH3:36])[C@H:10]([CH2:15][N:16]([C:20](=[O:35])[C:21]2[CH:26]=[CH:25][C:24]([CH2:27][CH3:28])=[C:23]([O:29][CH2:30][CH2:31][CH2:32][O:33][CH3:34])[CH:22]=2)[CH:17]([CH3:19])[CH3:18])[CH2:9]1)=[O:7])([CH3:4])([CH3:3])[CH3:2] |f:2.3,4.5.6.7|. Procedure details: In a similar manner as described in Example 9 for the reaction step J, the following starting materials is prepared from (3R,4S)-3-({[4-ethyl-3-(3-methoxy-propoxy)-benzoyl]-isopropyl-amino}-methyl)-4-formyl-pyrrolidine-1-carboxylic acid tert-butyl ester (3.5 g, 6 mmol), methyl amine (0.93 mL, 30 mmol) and NaBH4 (0.454 g, 12 mmol) and purification by flash chromatography on silica gel (CH2Cl2/MeOH 1:1) to (CH2Cl2/MeOH/NH4OH 89:10:1) to give the title compound as colorless oil. TLC, Rf (CH2Cl2/MeO...